This data is from the Open Reaction Database (ORD), a public repository of structured organic reaction records. The task is: describe an organic reaction: reactants, conditions, products, and yield Starting materials: [H][H] (hydrogen), [H][H] (hydrogen), 8-[4-[4-pyrimidine-2-yl)-piperazine-1-yl]-but-2-inyl, C1CCCC12CC(NC(C2)=O)=O (8-aza-spiro[4.5]decane-7,9-dione), N1=C(N=CC=C1)N1CCN(CC1)CC#CCN1C(CC2(CCCC2)CC1=O)=O (8-[4-[4-(pyrimidine-2-yl)-piperazine-1-yl]-but-2-inyl]-8-aza-spiro[4.5]decane-7,9-dione). The reagents and catalysts are [Pd] (palladium/carbon). The solvent is S1C=CC=C1 (thiophen), S1C=CC=C1 (thiophen). Run at time 7.5 second. The product is N1=C(N=CC=C1)N1CCN(CC1)CCCCN1C(CC2(CCCC2)CC1=O)=O (8-[4-[4-(pyrimidine-2yl)-piperazine-1-yl]-butyl]-8-aza-spiro[4.5]decane-7.9-dione). Yield: 100.1%. As a reaction SMILES: [N:1]1[CH:6]=[CH:5][CH:4]=[N:3][C:2]=1[N:7]1[CH2:12][CH2:11][N:10]([CH2:13][C:14]#[C:15][CH2:16][N:17]2[C:26](=[O:27])[CH2:25][C:20]3([CH2:24][CH2:23][CH2:22][CH2:21]3)[CH2:19][C:18]2=[O:28])[CH2:9][CH2:8]1.[H][H].C1C2(CC(=O)NC(=O)C2)CCC1>S1C=CC=C1.[Pd]>[N:1]1[CH:6]=[CH:5][CH:4]=[N:3][C:2]=1[N:7]1[CH2:12][CH2:11][N:10]([CH2:13][CH2:14][CH2:15][CH2:16][N:17]2[C:26](=[O:27])[CH2:25][C:20]3([CH2:24][CH2:23][CH2:22][CH2:21]3)[CH2:19][C:18]2=[O:28])[CH2:9][CH2:8]1. Procedure details: A solution of 100 g (0.26 mole) of 8-[4-[4-(pyrimidine-2-yl)-piperazine-1-yl]-but-2-inyl]-8-aza-spiro[4.5]decane-7,9-dione in 50 ml thiophen-free benzene is added to a suspension of 2 g of a palladium/carbon catalyst (palladium content about 5% by weight) and 50 ml of thiophen-free benzene under vigorous stirring at 20°-40° C. under the introduction of hydrogen under a pressure of 1 bar at such a rate that the hydrogen uptake of the unsaturated 8-[4-[4-pyrimidine-2-yl)-piperazine-1-yl]-but-2-iny... Reactants: OCC1=CC=C(C=C1)B(O)O (4-(hydroxy methyl)phenylboronic acid), BrC1=CC=C(C=N1)OCC1CCN(CC1)C(=O)OC(C)C (1-Methylethyl 4-{[(6-bromo-3-pyridinyl)oxy]methyl}-1-piperidinecarboxylate), C(=O)([O-])[O-].[Na+].[Na+] (Na2CO3). The reagents and catalysts are Cl[Pd]([P](C1=CC=CC=C1)(C2=CC=CC=C2)C3=CC=CC=C3)([P](C4=CC=CC=C4)(C5=CC=CC=C5)C6=CC=CC=C6)Cl (Pd(PPh3)2Cl2). Solvent: COCCOC (DME). Product: OCC1=CC=C(C=C1)C1=CC=C(C=N1)OCC1CCN(CC1)C(=O)OC(C)C (1-Methylethyl 4-[({6-[4-(hydroxymethyl)phenyl]-3-pyridinyl}oxy)methyl]-1-piperidinecarboxylate). Isolated yield 77.3%. Reaction SMILES: [OH:1][CH2:2][C:3]1[CH:8]=[CH:7][C:6](B(O)O)=[CH:5][CH:4]=1.Br[C:13]1[N:18]=[CH:17][C:16]([O:19][CH2:20][CH:21]2[CH2:26][CH2:25][N:24]([C:27]([O:29][CH:30]([CH3:32])[CH3:31])=[O:28])[CH2:23][CH2:22]2)=[CH:15][CH:14]=1.C([O-])([O-])=O.[Na+].[Na+]>Cl[Pd](Cl)([P](C1C=CC=CC=1)(C1C=CC=CC=1)C1C=CC=CC=1)[P](C1C=CC=CC=1)(C1C=CC=CC=1)C1C=CC=CC=1.COCCOC>[OH:1][CH2:2][C:3]1[CH:8]=[CH:7][C:6]([C:13]2[N:18]=[CH:17][C:16]([O:19][CH2:20][CH:21]3[CH2:22][CH2:23][N:24]([C:27]([O:29][CH:30]([CH3:32])[CH3:31])=[O:28])[CH2:25][CH2:26]3)=[CH:15][CH:14]=2)=[CH:5][CH:4]=1 |f:2.3.4,^1:41,60|. Procedure details: 1-Methylethyl 4-[({6-[4-(hydroxymethyl)phenyl]-3-pyridinyl}oxy)methyl]-1-piperidinecarboxylate (208 mg, 77%) was prepared as a white solid from 4-(hydroxy methyl)phenylboronic acid (130 mg, 0.84 mmol), 1-methylethyl 4-{[(6-bromo-3-pyridinyl)oxy]methyl}-1-piperidinecarboxylate (prepared as in Example 81, Step 1, 250 mg, 0.70 mmol), Pd(PPh3)2Cl2 (50 mg, 0.07 mmol), 2M Na2CO3 (4 mL) and DME (4 mL) in a manner similar to Example 21, Step 3. 1H NMR (400 MHz, CDCl3): δ 8.37 (bs, 1H), 7.94 (d, 2H, J=7....